Dataset: the Open Reaction Database (ORD), a public repository of structured organic reaction records. Task: describe an organic reaction: reactants, conditions, products, and yield The reactants are [NH4+].[OH-] (NH4OH), C1=NC(=CC2=CC=CC=C12)NC(C)=O (N-(isoquinolin-3-yl)acetamide), ice, [N+](=O)([O-])[O-].[K+] (potassium nitrate). The solvent is OS(=O)(=O)O (H2SO4). Reaction conditions: time 1 hour. The product is [N+](=O)([O-])C1=C2C=C(N=CC2=CC=C1)NC(C)=O (N-(5-nitroisoquinolin-3-yl)acetamide). As a reaction SMILES: [CH:1]1[C:10]2[C:5](=[CH:6][CH:7]=[CH:8][CH:9]=2)[CH:4]=[C:3]([NH:11][C:12](=[O:14])[CH3:13])[N:2]=1.[N+:15]([O-])([O-:17])=[O:16].[K+].[NH4+].[OH-]>OS(O)(=O)=O>[N+:15]([C:6]1[CH:7]=[CH:8][CH:9]=[C:10]2[C:5]=1[CH:4]=[C:3]([NH:11][C:12](=[O:14])[CH3:13])[N:2]=[CH:1]2)([O-:17])=[O:16] |f:1.2,3.4|. Procedure details: A solution of N-(isoquinolin-3-yl)acetamide (3.89 g, 20.9 mmol) in concentrated H2SO4 (40 mL) was cooled to 0° C. and solid potassium nitrate (2.53 g, 25.1 mmol) was added slowly in portions over 10 min. After stiffing for 1 h at 0° C., the reaction mixture was poured over ice (50 g), and neutralized with concentrated NH4OH solution. The resulting yellow solid was collected by vacuum filtration, washed with water, and dried in the vacuum oven at ambient temperature for 48 hours. This material wa... Starting materials: CO, O=C(NOCc1ccccc1)C1CC2(CC2)CN(C(=O)OC2CCOCC2)C1C(=O)N1CCN(c2ccccc2)CC1. Yields the product O=C(NO)C1CC2(CC2)CN(C(=O)OC2CCOCC2)C1C(=O)N1CCN(c2ccccc2)CC1. As a reaction SMILES: [CH3:43][OH:44].[O:1]1[CH2:2][CH2:3][CH:4]([O:7][C:8](=[O:9])[N:10]2[CH2:11][C:12]3([CH2:13][CH2:14]3)[CH2:15][CH:16]([C:32](=[O:33])[NH:34][O:35][CH2:36][c:37]3[cH:38][cH:39][cH:40][cH:41][cH:42]3)[CH:17]2[C:18](=[O:19])[N:20]2[CH2:21][CH2:22][N:23]([c:26]3[cH:27][cH:28][cH:29][cH:30][cH:31]3)[CH2:24][CH2:25]2)[CH2:5][CH2:6]1>>[O:1]1[CH2:2][CH2:3][CH:4]([O:7][C:8](=[O:9])[N:10]2[CH2:11][C:12]3([CH2:13][CH2:14]3)[CH2:15][CH:16]([C:32](=[O:33])[NH:34][OH:35])[CH:17]2[C:18](=[O:19])[N:20]2[CH2:21][CH2:22][N:23]([c:26]3[cH:27][cH:28][cH:29][cH:30][cH:31]3)[CH2:24][CH2:25]2)[CH2:5][CH2:6]1. The reactants are C(C1=CC=CC=C1)OCN1N=C(C2=CC(=CC=C12)B(O)O)C (1-Benzyloxymethyl-3-methyl-5-indazole boronic acid), C([O-])([O-])=O.[K+].[K+] (potassium carbonate), C(C)(C)(C)OC(N[C@H](CNC1=NC(=CN=C1)Cl)CC1=CC=CC=C1)=O ([(S)-1-Benzyl-2-(6-chloro-pyrazin-2-ylamino)-ethyl]-carbamic acid tert-butyl ester). Reagents/catalysts: C1=CC=C(C=C1)P([C-]2C=CC=C2)C3=CC=CC=C3.C1=CC=C(C=C1)P([C-]2C=CC=C2)C3=CC=CC=C3.Cl[Pd]Cl.[Fe+2] (PdCl2(dppf)). The solvent is CN(C)C=O.O (DMF water). Run at temperature 75 celsius. Product: C(C)(C)(C)OC(NC(CNC1=NC(=CN=C1)C=1C=C2C(=NN(C2=CC1)COCC1=CC=CC=C1)C)CC1=CC=CC=C1)=O ({1-benzyl-2-[6-(1-benzyloxymethyl-3-methyl-1H-indazol-5-yl)-pyrazin-2-ylamino]-ethyl}-carbamic acid tert-butyl ester). Isolated yield 160.9%. Reaction SMILES: [C:1]([O:5][C:6](=[O:25])[NH:7][C@@H:8]([CH2:18][C:19]1[CH:24]=[CH:23][CH:22]=[CH:21][CH:20]=1)[CH2:9][NH:10][C:11]1[CH:16]=[N:15][CH:14]=[C:13](Cl)[N:12]=1)([CH3:4])([CH3:3])[CH3:2].[CH2:26]([O:33][CH2:34][N:35]1[C:43]2[C:38](=[CH:39][C:40](B(O)O)=[CH:41][CH:42]=2)[C:37]([CH3:47])=[N:36]1)[C:27]1[CH:32]=[CH:31][CH:30]=[CH:29][CH:28]=1.C(=O)([O-])[O-].[K+].[K+]>CN(C=O)C.O.C1C=CC(P(C2C=CC=CC=2)[C-]2C=CC=C2)=CC=1.C1C=CC(P(C2C=CC=CC=2)[C-]2C=CC=C2)=CC=1.Cl[Pd]Cl.[Fe+2]>[C:1]([O:5][C:6](=[O:25])[NH:7][CH:8]([CH2:18][C:19]1[CH:24]=[CH:23][CH:22]=[CH:21][CH:20]=1)[CH2:9][NH:10][C:11]1[CH:16]=[N:15][CH:14]=[C:13]([C:40]2[CH:39]=[C:38]3[C:43](=[CH:42][CH:41]=2)[N:35]([CH2:34][O:33][CH2:26][C:27]2[CH:32]=[CH:31][CH:30]=[CH:29][CH:28]=2)[N:36]=[C:37]3[CH3:47])[N:12]=1)([CH3:4])([CH3:3])[CH3:2] |f:2.3.4,5.6,7.8.9.10|. Procedure details: A mixture of the compound from step C (0.42 g, 1.17 mmol), the boronic acid 5 from step B (0.47 g, 0.58 mmol), and potassium carbonate (0.16 g, 1.17 mmol) in DMF/water (5 mL/2 mL) was degassed, placed under nitrogen and was added to PdCl2(dppf) (29 mg, 0.035 mmol). The mixture was heated at 75° C. for 11 h under nitrogen, and then cooled and extracted with ethyl acetate (50 mL×2). Chromatography on silica eluting with a 20% to 70% gradient of ethyl acetate/hexane gave the title compound (0.54 g,... The reactants are FC(C(=O)O)(F)F.ClC1=CC=C(C=C1)C1=CC(=NN1)[C@H]1[C@@H](CNCC1)C1=CC=C(C=C1)F ((3R*,4R*)-4-[5-(4-chlorophenyl)-1H-pyrazol-3-yl]-3-(4-fluorophenyl)piperidine trifluoroacetate salt), FC(OC1=CC=C(C=C1)S(=O)(=O)Cl)(F)F (4-trifluoromethoxybenzenesulfonyl chloride). Solvent: N1=CC=CC=C1 (pyridine). Run at temperature 60 celsius. Product: ClC1=CC=C(C=C1)C1=CC(=NN1)C1C(CN(CC1)S(=O)(=O)C1=CC=C(C=C1)OC(F)(F)F)C1=CC=C(C=C1)F (4-[5-(4-chlorophenyl)-1H-pyrazol-3-yl]-3-(4-fluorophenyl)-1-[4-(trifluoromethoxy)phenyl]sulfonyl-piperidine). Reaction SMILES: FC(F)(F)C(O)=O.[Cl:8][C:9]1[CH:14]=[CH:13][C:12]([C:15]2[NH:19][N:18]=[C:17]([C@@H:20]3[CH2:25][CH2:24][NH:23][CH2:22][C@H:21]3[C:26]3[CH:31]=[CH:30][C:29]([F:32])=[CH:28][CH:27]=3)[CH:16]=2)=[CH:11][CH:10]=1.[F:33][C:34]([F:47])([F:46])[O:35][C:36]1[CH:41]=[CH:40][C:39]([S:42](Cl)(=[O:44])=[O:43])=[CH:38][CH:37]=1>N1C=CC=CC=1>[Cl:8][C:9]1[CH:14]=[CH:13][C:12]([C:15]2[NH:19][N:18]=[C:17]([CH:20]3[CH2:25][CH2:24][N:23]([S:42]([C:39]4[CH:38]=[CH:37][C:36]([O:35][C:34]([F:33])([F:46])[F:47])=[CH:41][CH:40]=4)(=[O:44])=[O:43])[CH2:22][CH:21]3[C:26]3[CH:27]=[CH:28][C:29]([F:32])=[CH:30][CH:31]=3)[CH:16]=2)=[CH:11][CH:10]=1 |f:0.1|. Procedure: The product from Example 8 (23 mg, 0.049 mmol) in pyridine (1.0 ml) was treated with 4-trifluoromethoxybenzenesulfonyl chloride (63.8 mg, 0.245 mmol). The reaction mixture was heated to 60° C. for 12 h. The mixture was then concentrated and purified by RP-HPLC(C18, acetonitrile, water, 0.05% TFA) to afford the title compound. HPLC/MS: 580.0, 582.1; Rt=2.33 min (LC-4 HPLC conditions).